From a dataset of the Open Reaction Database (ORD), a public repository of structured organic reaction records. describe an organic reaction: reactants, conditions, products, and yield The reactants are [H-].[Na+] (sodium hydride), commercial suspension, N1C(CCCC1)=O (2-piperidinone), BrC1C(OCC1)=O (3-bromodihydro-2(3H)-furanone). Solvent: paraffin, C1=CC=CC=C1 (benzene), CN(C=O)C (N,N-dimethylformamide), CN(C=O)C (N,N-dimethylformamide), CN(C=O)C (N,N-dimethylformamide). Run at temperature 60 celsius, time 5 hour. Product: O=C1OCCC1N1C(CCCC1)=O (1-(Tetrahydro-2-oxo-3-furyl)-2-piperidinone). Isolated yield 107.0%. RXN SMILES: [H-].[Na+].[NH:3]1[CH2:8][CH2:7][CH2:6][CH2:5][C:4]1=[O:9].Br[CH:11]1[CH2:15][CH2:14][O:13][C:12]1=[O:16]>C1C=CC=CC=1.CN(C)C=O>[O:16]=[C:12]1[CH:11]([N:3]2[CH2:8][CH2:7][CH2:6][CH2:5][C:4]2=[O:9])[CH2:15][CH2:14][O:13]1 |f:0.1|. Procedure: 1.25 g (0.05 mol) of sodium hydride (2.5 g of a 50% commercial suspension in paraffin, previously washed twice with benzene) are suspended in 50 ml of anhydrous N,N-dimethylformamide. A solution of 4.95 g (0.05 mol) of 2-piperidinone in 20 ml of N,N-dimethylformamide is added dropwise to the suspension. The mixture is then heated to 60° C. until no more gas is evolved, whereafter it is cooled. A solution of 8.25 g (0.05 mol) of 3-bromodihydro-2(3H)-furanone in 20 ml of anhydrous N,N-dimethylform...